This data is from the Open Reaction Database (ORD), a public repository of structured organic reaction records. The task is: describe an organic reaction: reactants, conditions, products, and yield Reactants: ClC(=O)OC(C)Cl (1-chloroethyl chloroformate), C(C1=CC=CC=C1)N1CCC(CC1)NC1=C(C(=O)NC2=CC=C3CCC(N(C3=C2)C)=O)C=CC(=C1)Cl (2-[(1-benzylpiperidin-4-yl)amino]-4-chloro-N-(1-methyl-2-oxo-1,2,3,4-tetrahydroquinolin-7-yl)benzamide). Run in ClCCCl (1,2-dichloroethane). Conditions: time 1 hour. Product: ClC1=CC(=C(C(=O)NC2=CC=C3CCC(N(C3=C2)C)=O)C=C1)NC1CCNCC1 (4-chloro-N-(1-methyl-2-oxo-1,2,3,4-tetrahydroquinolin-7-yl)-2-(piperidin-4-ylamino)benzamide). Reaction SMILES: ClC(OC(Cl)C)=O.C([N:15]1[CH2:20][CH2:19][CH:18]([NH:21][C:22]2[CH:42]=[C:41]([Cl:43])[CH:40]=[CH:39][C:23]=2[C:24]([NH:26][C:27]2[CH:36]=[C:35]3[C:30]([CH2:31][CH2:32][C:33](=[O:38])[N:34]3[CH3:37])=[CH:29][CH:28]=2)=[O:25])[CH2:17][CH2:16]1)C1C=CC=CC=1>ClCCCl>[Cl:43][C:41]1[CH:40]=[CH:39][C:23]([C:24]([NH:26][C:27]2[CH:36]=[C:35]3[C:30]([CH2:31][CH2:32][C:33](=[O:38])[N:34]3[CH3:37])=[CH:29][CH:28]=2)=[O:25])=[C:22]([NH:21][CH:18]2[CH2:19][CH2:20][NH:15][CH2:16][CH2:17]2)[CH:42]=1. Procedure: Under ice-cooling, 1-chloroethyl chloroformate was added to a 1,2-dichloroethane solution of 2-[(1-benzylpiperidin-4-yl)amino]-4-chloro-N-(1-methyl-2-oxo-1,2,3,4-tetrahydroquinolin-7-yl)benzamide. This was stirred for 1 hour under heat reflux and then concentrated under a reduced pressure. After dissolving in methanol, this was stirred for 2 hours under heat reflux. After concentration of the reaction liquid under a reduced pressure, the residue was purified by silica gel column chromatography t... Reactants: C1(CCCCC1)N=C=NC1CCCCC1 (Dicyclohexyl carbodiimide), C(C)(C)(C)OC(=O)N[C@@H](CC=1N=CSC1)C(=O)O (Nα -t-butoxycarbonyl-β-(4-thiazolyl)-L-alanine), C(C)(C)(C)OC(CN)=O (glycine t-butylester). The reagents and catalysts are C(C)(=O)O (acetic acid). The solvent is C(C)(=O)OCC (ethyl acetate). Run at temperature 0 celsius, time 0.5 hour. Product: C(C)(C)(C)OC(CNC([C@@H](NC(=O)OC(C)(C)C)CC=1N=CSC1)=O)=O ([Nα -t-Butoxycarbonyl-β-(4-thiazolyl) alanyl]-glycine t-butyl ester). Yield: 110.2%. Reaction SMILES: C1(N=C=NC2CCCCC2)CCCCC1.[C:16]([O:20][C:21]([NH:23][C@H:24]([C:31]([OH:33])=O)[CH2:25][C:26]1[N:27]=[CH:28][S:29][CH:30]=1)=[O:22])([CH3:19])([CH3:18])[CH3:17].[C:34]([O:38][C:39](=[O:42])[CH2:40][NH2:41])([CH3:37])([CH3:36])[CH3:35]>C(OCC)(=O)C.C(O)(=O)C>[C:34]([O:38][C:39](=[O:42])[CH2:40][NH:41][C:31](=[O:33])[C@H:24]([CH2:25][C:26]1[N:27]=[CH:28][S:29][CH:30]=1)[NH:23][C:21]([O:20][C:16]([CH3:17])([CH3:18])[CH3:19])=[O:22])([CH3:37])([CH3:36])[CH3:35]. Procedure: Dicyclohexyl carbodiimide (226 mg) was added to a solution of 273 mg of Nα -t-butoxycarbonyl-β-(4-thiazolyl)-L-alanine and 132 mg of glycine t-butylester in 5 ml of ethyl acetate at 0° C. The reaction solution was stirred at 0° C. for 0.5 hour, then at ambient temperature for 18 hours. 4 drops of glacial acetic acid was then added to the reaction mixture and the mixture filtered. The filtrate was concentrated under vacuum to provide 426 mg of the title compound as an oil. The reactants are CN1CCNCC1 (1-methyl-piperazine), ClC1=C(C#N)C=C(C=C1)F (2-chloro-5-fluoro-benzonitrile), C(=O)([O-])[O-].[K+].[K+] (K2CO3), CN1CCNCC1 (1-methyl-piperazine). The solvent is CS(=O)C (DMSO). Conditions: temperature 100 celsius, time 8 hour. Product: ClC1=C(C#N)C=C(C=C1)N1CCN(CC1)C (2-chloro-5-(4-methyl-piperazin-1-yl)-benzonitrile). Yield: 66.0%. As a reaction SMILES: [Cl:1][C:2]1[CH:9]=[CH:8][C:7](F)=[CH:6][C:3]=1[C:4]#[N:5].C([O-])([O-])=O.[K+].[K+].[CH3:17][N:18]1[CH2:23][CH2:22][NH:21][CH2:20][CH2:19]1>CS(C)=O>[Cl:1][C:2]1[CH:9]=[CH:8][C:7]([N:21]2[CH2:22][CH2:23][N:18]([CH3:17])[CH2:19][CH2:20]2)=[CH:6][C:3]=1[C:4]#[N:5] |f:1.2.3|. Reported procedure: A mixture of 2-chloro-5-fluoro-benzonitrile (1 g, 6.43 mmol), K2CO3 (2.66 g, 19.3 mmol) and 1-methyl-piperazine (1.02 g, 10.26 mmol) in DMSO (14 ml) was stirred at 100° C. overnight and then further 1-methyl-piperazine (1.02 g, 10.26 mmol) was added. The mixture was stirred at 100° C. overnight and then partitioned between water and Et2O. The organic phase was extracted with 1 M HCl and the aqueous layer was brought to basic conditions with NH4OH and extracted with DCM. The organic phase was dri...